The task is: describe an organic reaction: reactants, conditions, products, and yield. This data is from the Open Reaction Database (ORD), a public repository of structured organic reaction records. Reactants: CCOc1c(OCC)c(=O)c1=O, CCO, Nc1cccnc1. The product is CCOc1c(Nc2cccnc2)c(=O)c1=O. RXN SMILES: [CH2:1]([O:2][c:4]1[c:5](=[O:12])[c:6](=[O:11])[c:7]1[O:8][CH2:9][CH3:10])[CH3:3].[CH3:20][CH2:21][OH:22].[NH2:13][c:14]1[cH:15][n:16][cH:17][cH:18][cH:19]1>>[c:4]1([NH:13][c:14]2[cH:15][n:16][cH:17][cH:18][cH:19]2)[c:5](=[O:12])[c:6](=[O:11])[c:7]1[O:8][CH2:9][CH3:10]. The reactants are C(C)(C)OC(=O)N1[C@H]([C@H](C[C@H]1CC)NCC1=CC=CC=C1)CC1=CC=CC=C1 ((2S,3S,5R)-2-benzyl-3-benzylamino-5-ethyl-pyrrolidine-1-carboxylic acid isopropyl ester), material, BrC=1C=NC(=NC1)Cl (5-bromo-2-chloropyrimidine), CCN(C(C)C)C(C)C (DIPEA). Reagents/catalysts: [Pd] (palladium on carbon). The solvent is C(C)O (ethanol), [Cl-].[Na+].O (brine), CCOC(=O)C (EtOAc), CN(C)C=O (DMF). Reaction conditions: time 9.5 hour. The product is C(C)(C)OC(=O)N1[C@H]([C@H](C[C@H]1CC)NC1=NC=C(C=N1)Br)CC1=CC=CC=C1 ((2S,3S,5R)-2-benzyl-3-(5-bromo-pyrimidin-2-ylamino)-5-ethyl-pyrrolidine-1-carboxylic acid isopropyl ester). The yield is 40.0%. As a reaction SMILES: [CH:1]([O:4][C:5]([N:7]1[C@H:11]([CH2:12][CH3:13])[CH2:10][C@H:9]([NH:14][CH2:15]C2C=CC=CC=2)[C@@H:8]1[CH2:22][C:23]1[CH:28]=[CH:27][CH:26]=[CH:25][CH:24]=1)=[O:6])([CH3:3])[CH3:2].[Br:29][C:30]1[CH:31]=[N:32]C(Cl)=[N:34][CH:35]=1.CCN(C(C)C)C(C)C>C(O)C.[Pd].CN(C=O)C.[Cl-].[Na+].O.CCOC(C)=O>[CH:1]([O:4][C:5]([N:7]1[C@H:11]([CH2:12][CH3:13])[CH2:10][C@H:9]([NH:14][C:15]2[N:32]=[CH:31][C:30]([Br:29])=[CH:35][N:34]=2)[C@@H:8]1[CH2:22][C:23]1[CH:28]=[CH:27][CH:26]=[CH:25][CH:24]=1)=[O:6])([CH3:3])[CH3:2] |f:6.7.8|. Procedure details: A solution of (2S,3S,5R)-2-benzyl-3-benzylamino-5-ethyl-pyrrolidine-1-carboxylic acid isopropyl ester (0.16 mmol; 61 mg) in ethanol (5 mL) is hydrogenated over 10% palladium on carbon (6 mg) at 50° C. and atmospheric pressure. After 9.5 hours, the suspension is cooled to ambient temperature and purged with nitrogen. The reaction mixture is filtered and concentrated under reduced pressure. A mixture of the obtained material (46 mg), 5-bromo-2-chloropyrimidine (0.18 mmol; 34.8 mg) and DIPEA (0.32 ... The reactants are CCN(C(C)C)C(C)C, ClCCl, O, O=C(O)c1ccc(O)cn1, On1nnc2ccccc21, NCCCc1ccccc1. Yields the product O=C(NCCCc1ccccc1)c1ccc(O)cn1. As a reaction SMILES: [CH:11]([N:12]([CH:13]([CH3:14])[CH3:15])[CH2:16][CH3:17])([CH3:18])[CH3:19].[Cl:41][CH2:42][Cl:43].[OH2:20].[OH:1][c:2]1[cH:3][cH:4][c:5]([C:8](=[O:9])[OH:10])[n:6][cH:7]1.[OH:21][n:22]1[c:23]2[cH:24][cH:25][cH:26][cH:27][c:28]2[n:29][n:30]1.[c:31]1([CH2:37][CH2:38][CH2:39][NH2:40])[cH:32][cH:33][cH:34][cH:35][cH:36]1>>[OH:1][c:2]1[cH:3][cH:4][c:5]([C:8](=[O:10])[NH:40][CH2:39][CH2:38][CH2:37][c:31]2[cH:32][cH:33][cH:34][cH:35][cH:36]2)[n:6][cH:7]1. Reactants: BrC1=CC=C(C=C1)C1N=C(OC1)N ((RS)-4-(4-bromo-phenyl)-4,5-dihydro-oxazol-2-ylamine), ClC1=CC=C(C=C1)B(O)O (4-chlorophenylboronic acid). Yields the product ClC1=CC=C(C=C1)C1=CC=C(C=C1)C1N=C(OC1)N ((RS)-4-(4′-chloro-biphenyl-4-yl)-4,5-dihydro-oxazol-2-ylamine). Reaction SMILES: Br[C:2]1[CH:7]=[CH:6][C:5]([CH:8]2[CH2:12][O:11][C:10]([NH2:13])=[N:9]2)=[CH:4][CH:3]=1.[Cl:14][C:15]1[CH:20]=[CH:19][C:18](B(O)O)=[CH:17][CH:16]=1>>[Cl:14][C:15]1[CH:20]=[CH:19][C:18]([C:2]2[CH:7]=[CH:6][C:5]([CH:8]3[CH2:12][O:11][C:10]([NH2:13])=[N:9]3)=[CH:4][CH:3]=2)=[CH:17][CH:16]=1. Procedure details: In analogy to example 30, (RS)-4-(4-bromo-phenyl)-4,5-dihydro-oxazol-2-ylamine was reacted with 4-chlorophenylboronic acid to give (RS)-4-(4′-chloro-biphenyl-4-yl)-4,5-dihydro-oxazol-2-ylamine. Off-white solid. MS (ISP): 273.1 ([M+H]+) Starting materials: Methyl azodicarboxylate-derivatized, C1(=CC=CC=C1)P(C1=CC=CC=C1)C1=CC=CC=C1 (triphenylphosphine), O (H2O), C(=O)(OC(C)(C)C)N[C@@H](CO)C(=O)O (BOC-L-serine). Run in C1CCOC1 (THF), C1CCOC1 (THF). Conditions: temperature -45 celsius, time 30 minute. The product is CC(C)(C)OC(=O)N[C@H]1COC1=O (BOC-L-serine β-lactone). Yield: 56.4%. As a reaction SMILES: [C:1]([NH:8][C@H:9]([C:12]([OH:14])=[O:13])[CH2:10]O)([O:3][C:4]([CH3:7])([CH3:6])[CH3:5])=[O:2].C1(P(C2C=CC=CC=2)C2C=CC=CC=2)C=CC=CC=1.O>C1COCC1>[CH3:7][C:4]([O:3][C:1]([NH:8][C@@H:9]1[C:12](=[O:13])[O:14][CH2:10]1)=[O:2])([CH3:5])[CH3:6]. Procedure details: Methyl azodicarboxylate-derivatized resin (6.55 g, 4.0 meq) was swollen briefly (15 min) in dry THF (100 mL). The stirred suspension of beads was cooled to -45° C. and BOC-L-serine (473.5 mg, 2.30 mmol) was added. To this mixture at -45° C. was added a solution of triphenylphosphine (1.06 g, 4.0 mmol) in THF (5 mL) dropwise over 10 min. The suspension was stirred 30 min at -45° C., allowed to warm slowly to 0° C. over 1 h, and stirred 2 h further. H2O (36μL) was added as a precautionary quench a...